This data is from the Open Reaction Database (ORD), a public repository of structured organic reaction records. The task is: describe an organic reaction: reactants, conditions, products, and yield Reactants: C([O-])([O-])=O.[K+].[K+] (potassium carbonate), ClC=1C(=C2N=C(C(=NC2=CC1Cl)OC)OC)NS(=O)(=O)C (N-(6,7-dichloro-2,3-dimethoxyquinoxalin-5-yl)-methanesulphonamide), BrCC(=O)OC (methyl bromoacetate). Solvent: C(C)(=O)OCC (ethyl acetate), CC(=O)C (acetone). The product is ClC=1C(=C2N=C(C(=NC2=CC1Cl)OC)OC)N(S(=O)(=O)C)CC(=O)OC (N-(6,7-Dichloro-2,3-dimethoxyquinoxalin-5-yl)-N-(methoxycarbonylmethyl)-methanesulphonamide). Yield: 79.7%. RXN SMILES: C(=O)([O-])[O-].[K+].[K+].[Cl:7][C:8]1[C:9]([NH:23][S:24]([CH3:27])(=[O:26])=[O:25])=[C:10]2[C:15](=[CH:16][C:17]=1[Cl:18])[N:14]=[C:13]([O:19][CH3:20])[C:12]([O:21][CH3:22])=[N:11]2.Br[CH2:29][C:30]([O:32][CH3:33])=[O:31]>CC(C)=O.C(OCC)(=O)C>[Cl:7][C:8]1[C:9]([N:23]([CH2:29][C:30]([O:32][CH3:33])=[O:31])[S:24]([CH3:27])(=[O:26])=[O:25])=[C:10]2[C:15](=[CH:16][C:17]=1[Cl:18])[N:14]=[C:13]([O:19][CH3:20])[C:12]([O:21][CH3:22])=[N:11]2 |f:0.1.2|. Procedure details: Anhydrous potassium carbonate (1.60 g, 11.2 mmol) was added to a suspension of N-(6,7-dichloro-2,3-dimethoxyquinoxalin-5-yl)-methanesulphonamide (see Preparation 3, 3.0 g, 9.4 mmol) in acetone (70 ml) with stirring. The mixture was heated at reflux for 15 minutes, cooled, and methyl bromoacetate (1.8 ml, 18.7 mmol) was added. The mixture was then heated at reflux for 2 h, cooled, diluted with ethyl acetate (300 ml) and washed with water (2×100 ml). The organic phase was dried (MgSO4) and concent...